Dataset: the Open Reaction Database (ORD), a public repository of structured organic reaction records. Task: describe an organic reaction: reactants, conditions, products, and yield The reactants are C(O)([O-])=O.[Na+] (sodium hydrogen carbonate), BrC=1C=CC(N(C1)CC1=CC=C(C=C1)CC)=O (5-Bromo-1-(4-ethylphenylmethyl)-1H-pyridin-2-one), C(C)(=O)O[C@H]1[C@@H](O[C@@H]([C@H]([C@@H]1OC(C)=O)OC(C)=O)COC(C)=O)C=1C=CC(=C(C=O)C1)Cl (5-(2,3,4,6-tetra-O-acetyl-β-D-glucopyranosyl)-2-chloro benzaldehyde), C1NCC2=CC=CC=C12 (2,3-dihydro-1H-isoindole), C(C)(=O)O[BH-](OC(C)=O)OC(C)=O.[Na+] (sodium triacetoxyborohydride). The solvent is ClCCCl (1,2-dichloroethane), C(C)(=O)O (acetic acid). Conditions: time 3 hour. Product: C(C)(=O)O[C@H]1[C@@H](O[C@@H]([C@H]([C@@H]1OC(C)=O)OC(C)=O)COC(C)=O)C1=CC(=C(C=C1)Cl)CN1CC2=CC=CC=C2C1 (1-(2,3,4,6-tetra-O-acetyl-β-D-glucopyranosyl)-4-chloro-3-(1,3-dihydro-isoindol-2-ylmethyl)benzene). The yield is 59.1%. RXN SMILES: BrC1C=CC(=O)N(CC2C=CC(CC)=CC=2)C=1.[C:18]([O:21][C@@H:22]1[C@@H:27]([O:28][C:29](=[O:31])[CH3:30])[C@H:26]([O:32][C:33](=[O:35])[CH3:34])[C@@H:25]([CH2:36][O:37][C:38](=[O:40])[CH3:39])[O:24][C@H:23]1[C:41]1[CH:42]=[CH:43][C:44]([Cl:49])=[C:45]([CH:48]=1)[CH:46]=O)(=[O:20])[CH3:19].[CH2:50]1[C:58]2[C:53](=[CH:54][CH:55]=[CH:56][CH:57]=2)[CH2:52][NH:51]1.C(O[BH-](OC(=O)C)OC(=O)C)(=O)C.[Na+].C(=O)([O-])O.[Na+]>ClCCCl.C(O)(=O)C>[C:18]([O:21][C@@H:22]1[C@@H:27]([O:28][C:29](=[O:31])[CH3:30])[C@H:26]([O:32][C:33](=[O:35])[CH3:34])[C@@H:25]([CH2:36][O:37][C:38](=[O:40])[CH3:39])[O:24][C@H:23]1[C:41]1[CH:42]=[CH:43][C:44]([Cl:49])=[C:45]([CH2:46][N:51]2[CH2:52][C:53]3[C:58](=[CH:57][CH:56]=[CH:55][CH:54]=3)[CH2:50]2)[CH:48]=1)(=[O:20])[CH3:19] |f:3.4,5.6|. Reported procedure: A mixed solution of 5-bromo-2-chloro-1-(tert-butyldiphenylsilyloxymethyl)benzene 77 (10.83 g) and 2,3,4,6-tetrakis-O-trimethylsilyl-D-glucono-1,5-lactone 2 (see U.S. Pat. No. 6,515,117) (13.2 g) in tetrahydrofuran (400 ml) was cooled to −78° C. under argon atmosphere, and thereto was added dropwise tert-butyl lithium (1.60 M pentane solution, 30.9 ml), and the mixture was stirred at the same temperature for 30 minutes to give a compound 78. Without isolating this compound, a solution of methanes... Reactants: [Na] (sodium), CN(CCO)C (2-(dimethylamino)ethanol), OC1=CC=C(C(=O)OC)C=C1 (methyl 4-hydroxybenzoate). Reaction conditions: temperature 110 celsius. Yields the product OC1=CC=C(C(=O)OCCN(C)C)C=C1 (2-(dimethylamino)-ethyl 4-hydroxybenzoate). Reaction SMILES: [Na].[OH:2][C:3]1[CH:12]=[CH:11][C:6]([C:7]([O:9][CH3:10])=[O:8])=[CH:5][CH:4]=1.[CH3:13][N:14]([CH3:18])[CH2:15]CO>>[OH:2][C:3]1[CH:4]=[CH:5][C:6]([C:7]([O:9][CH2:10][CH2:13][N:14]([CH3:18])[CH3:15])=[O:8])=[CH:11][CH:12]=1 |^1:0|. Procedure: In a first step, 1 g (43 mmol) of sodium was dissolved in 20 ml of 2-(dimethylamino)ethanol. An amount of 3.0 g (22 mmol) of methyl 4-hydroxybenzoate was added and heated to 110° C. for 24 hours and then cooled to room temperature. The solvent was removed under reduced pressure and using a column chromatography (silica gel, chloroform-methanol), a white solid of 2-(dimethylamino)-ethyl 4-hydroxybenzoate was obtained. Reactants: ClC1=CC=C(C=N1)N1CCN(CCC1)C(=O)OC(C)(C)C (1-(6-chloro-3-pyridyl)-4-tert-butoxycarbonyl homopiperazine), FC(C(=O)O)(F)F (trifluoro acetic acid). The solvent is ClCCl (dichloromethane). Yields the product ClC1=CC=C(C=N1)N1CCNCCC1 (1-(6-Chloro-3-pyridyl)-homopiperazine). As a reaction SMILES: [Cl:1][C:2]1[N:7]=[CH:6][C:5]([N:8]2[CH2:14][CH2:13][CH2:12][N:11](C(OC(C)(C)C)=O)[CH2:10][CH2:9]2)=[CH:4][CH:3]=1.FC(F)(F)C(O)=O>ClCCl>[Cl:1][C:2]1[N:7]=[CH:6][C:5]([N:8]2[CH2:14][CH2:13][CH2:12][NH:11][CH2:10][CH2:9]2)=[CH:4][CH:3]=1. Procedure details: A mixture of 1-(6-chloro-3-pyridyl)-4-tert-butoxycarbonyl homopiperazine (1.7 g, 5.5 mmol), trifluoro acetic acid (4.5 ml, 55 mmol) and dichloromethane at room temperature for 1 h. The mixture was evaporated. Chromatography on silica gel with a mixture of petroleum:ethyl acetate (1:1) gave the title compound as free base. The corresponding salt was obtained by addition of a diethyl ether and methanol mixture (9:1) saturated with fumaric acid. Mp 165-167° C. Yield 0.72 g, 40%. The reactants are [Al+3], Brc1cccc2[nH]ccc12, O=C([O-])O, CCc1ccc(C(=O)Cl)cc1, [Cl-], [Cl-], [Cl-], ClCCl, [Na+]. Product: CCc1ccc(C(=O)c2c[nH]c3cccc(Br)c23)cc1. As a reaction SMILES: [Al+3:2].[Br:5][c:6]1[c:7]2[cH:8][cH:9][nH:10][c:11]2[cH:12][cH:13][cH:14]1.[C:26](=[O:27])([OH:28])[O-:29].[CH2:15]([CH3:16])[c:17]1[cH:18][cH:19][c:20]([C:21](=[O:22])[Cl:23])[cH:24][cH:25]1.[Cl-:1].[Cl-:3].[Cl-:4].[Cl:31][CH2:32][Cl:33].[Na+:30]>>[Br:5][c:6]1[c:7]2[c:8]([C:21]([c:20]3[cH:19][cH:18][c:17]([CH2:15][CH3:16])[cH:25][cH:24]3)=[O:22])[cH:9][nH:10][c:11]2[cH:12][cH:13][cH:14]1. The reactants are C1CCNC1, COc1cc2ncnc(Nc3cccc(Cl)c3F)c2cc1OC1CCN(C(=O)CCl)CC1, [I-], [Na+]. Product: COc1cc2ncnc(Nc3cccc(Cl)c3F)c2cc1OC1CCN(C(=O)CN2CCCC2)CC1. RXN SMILES: [CH2:35]1[CH2:36][CH2:37][NH:38][CH2:39]1.[Cl:1][c:2]1[c:3]([F:32])[c:4]([NH:5][c:6]2[n:7][cH:8][n:9][c:10]3[cH:11][c:12]([O:27][CH3:28])[c:13]([O:16][CH:17]4[CH2:18][CH2:19][N:20]([C:23]([CH2:24][Cl:25])=[O:26])[CH2:21][CH2:22]4)[cH:14][c:15]23)[cH:29][cH:30][cH:31]1.[I-:34].[Na+:33]>>[Cl:1][c:2]1[c:3]([F:32])[c:4]([NH:5][c:6]2[n:7][cH:8][n:9][c:10]3[cH:11][c:12]([O:27][CH3:28])[c:13]([O:16][CH:17]4[CH2:18][CH2:19][N:20]([C:23]([CH2:24][N:38]5[CH2:37][CH2:36][CH2:35][CH2:39]5)=[O:26])[CH2:21][CH2:22]4)[cH:14][c:15]23)[cH:29][cH:30][cH:31]1. The reactants are ClCCCN1S(C=2C3=C1C=CC=C3C=CC2)(=O)=O (2-(3-chloropropyl)naphtho[1,8-cd]isothiazole 1,1-dioxide), C([O-])(O)=O.[Na+] (sodium bicarbonate), FC=1C=C2C(=CNC2=CC1)C=1CCNCC1 (4-(5-fluoro-3-indolyl)-1,2,3,6-tetrahydropyridine). Run in CN(C=O)C (dimethylformamide), O1CCCC1 (tetrahydrofuran). Conditions: temperature 20 celsius. Product: FC=1C=C2C(=CNC2=CC1)C=1CCN(CC1)CCCN1S(C=2C3=C1C=CC=C3C=CC2)(=O)=O (2-{3-[4-(5-fluoro-3-indolyl)-1,2,3,6-tetrahydro-1-pyridyl]propyl}naphtho[1,8-cd]isothiazole 1,1-dioxide). Isolated yield 52.7%. As a reaction SMILES: Cl[CH2:2][CH2:3][CH2:4][N:5]1[C:9]2[CH:10]=[CH:11][CH:12]=[C:13]3[CH:14]=[CH:15][CH:16]=[C:7]([C:8]=23)[S:6]1(=[O:18])=[O:17].C(=O)(O)[O-].[Na+].[F:24][C:25]1[CH:26]=[C:27]2[C:31](=[CH:32][CH:33]=1)[NH:30][CH:29]=[C:28]2[C:34]1[CH2:35][CH2:36][NH:37][CH2:38][CH:39]=1>CN(C)C=O.O1CCCC1>[F:24][C:25]1[CH:26]=[C:27]2[C:31](=[CH:32][CH:33]=1)[NH:30][CH:29]=[C:28]2[C:34]1[CH2:35][CH2:36][N:37]([CH2:2][CH2:3][CH2:4][N:5]2[C:9]3[CH:10]=[CH:11][CH:12]=[C:13]4[CH:14]=[CH:15][CH:16]=[C:7]([C:8]=34)[S:6]2(=[O:18])=[O:17])[CH2:38][CH:39]=1 |f:1.2|. Procedure details: The experiment is carried out as in Example 1, starting with 2-(3-chloropropyl)naphtho[1,8-cd]isothiazole 1,1-dioxide (2.1 g), sodium bicarbonate (0.6 g) and 4-(5-fluoro-3-indolyl)-1,2,3,6-tetrahydropyridine(1.6 g) in dimethylformamide (15 cc) and tetrahydrofuran (15 cc). The mixture is heated for 5 hours at boiling point, then cooled to a temperature of about 20° C. Stirring is maintained for 7 hours at this temperature. After purification by crystallization from water (50 cc) then recrystalliz... Reactants: COc1cc(C2(c3ccc(F)c(Br)c3)N=C(N)c3c(F)cccc32)ccn1, O=C([O-])[O-], [K+], [K+], CN(C)C=O, OB(O)c1cncnc1. Yields the product COc1cc(C2(c3ccc(F)c(-c4cncnc4)c3)N=C(N)c3c(F)cccc32)ccn1. As a reaction SMILES: [Br:1][c:2]1[cH:3][c:4]([C:9]2([c:20]3[cH:21][c:22]([O:26][CH3:27])[n:23][cH:24][cH:25]3)[N:10]=[C:11]([NH2:19])[c:12]3[c:13]([F:18])[cH:14][cH:15][cH:16][c:17]32)[cH:5][cH:6][c:7]1[F:8].[C:37](=[O:38])([O-:39])[O-:40].[K+:41].[K+:42].[O:43]=[CH:44][N:45]([CH3:46])[CH3:47].[n:28]1[cH:29][n:30][cH:31][c:32]([B:34]([OH:35])[OH:36])[cH:33]1>>[c:2]1(-[c:32]2[cH:31][n:30][cH:29][n:28][cH:33]2)[cH:3][c:4]([C:9]2([c:20]3[cH:21][c:22]([O:26][CH3:27])[n:23][cH:24][cH:25]3)[N:10]=[C:11]([NH2:19])[c:12]3[c:13]([F:18])[cH:14][cH:15][cH:16][c:17]32)[cH:5][cH:6][c:7]1[F:8]. The reactants are C(\C=C(/C)\CCC=C(C)C)C/C(=C/CC/C(=C/CBr)/C)/C (geranylgeranyl bromide), C(C1=CC=2OCOC2C=C1)N (piperonylamine), O (water). Run in C1CCOC1 (THF). Run at time 1 hour. Yields the product C(\C=C(/C)\CCC=C(C)C)C/C(=C/CC/C(=C/CNCC1=CC=2OCOC2C=C1)/C)/C (N-geranylgeranylpiperonylamine). Reaction SMILES: [CH2:1]([CH2:11]/[C:12](/[CH3:21])=[CH:13]/[CH2:14][CH2:15]/[C:16](/[CH3:20])=[CH:17]/[CH2:18]Br)/[CH:2]=[C:3](/[CH2:5][CH2:6][CH:7]=[C:8]([CH3:10])[CH3:9])\[CH3:4].[CH2:22]([NH2:32])[C:23]1[CH:31]=[CH:30][C:29]2[O:28][CH2:27][O:26][C:25]=2[CH:24]=1.O>C1COCC1>[CH2:1]([CH2:11]/[C:12](/[CH3:21])=[CH:13]/[CH2:14][CH2:15]/[C:16](/[CH3:20])=[CH:17]/[CH2:18][NH:32][CH2:22][C:23]1[CH:31]=[CH:30][C:29]2[O:28][CH2:27][O:26][C:25]=2[CH:24]=1)/[CH:2]=[C:3](/[CH2:5][CH2:6][CH:7]=[C:8]([CH3:10])[CH3:9])\[CH3:4]. Procedure details: In 200 ml of THF was dissolved 20.5 g of geranylgeranyl bromide, 14.4 ml of piperonylamine was added and stirred at room temperature for one hour. To the reaction mixture was added water and extracted with ethyl acetate. The extract was washed with water and then brine, dried over magnesium sulfate and then concentrated. The concentrate was purified by silica gel column chromatography (using as a developing solvent hexane-ethyl acetate (4:1)→ethyl acetate) to give 17.6 g of N-geranylgeranylpiper... Reactants: FC=1C=C(C=CC1)S(=O)(=O)C=1C=CC2=C(C1)C1=C(C(NCC1)CNC(C)=O)O2 (N-({6-[(3-fluorophenyl)sulfonyl]-1,2,3,4-tetrahydro[1]benzofuro[2,3-c]pyridin-1-yl}methyl)acetamide), C(C)(=O)N (acetamide), O1C(OCC1)CCN (2-[1,3]dioxolan-2-yl-ethylamine), C(C)(=O)OC(C)=O (acetic anhydride), FC=1C=C(C=CC1)S(=O)(=O)C=1C=CC2=C(C(=CO2)CCNC(OC(C)(C)C)=O)C1 (tert-butyl (2-{5-[(3-fluorophenyl)sulfonyl]-1-benzofuran-3-yl}ethyl)carbamate), O1C(OCC1)NCC (N-[1,3]dioxolan-2-yl-ethylamine). Product: FC=1C=C(C=CC1)S(=O)(=O)C=1C=CC2=C(C1)C1=C(C(NCC1)CCNC(C)=O)O2 (N-(2-{6-[(3-fluorophenyl)sulfonyl]-1,2,3,4-tetrahydro[1]benzofuro[2,3-c]pyridin-1-yl}ethyl)acetamide). RXN SMILES: [F:1][C:2]1[CH:3]=[C:4]([S:8]([C:11]2[CH:12]=[CH:13][C:14]3[O:28][C:18]4[CH:19](CNC(=O)C)[NH:20][CH2:21][CH2:22][C:17]=4[C:15]=3[CH:16]=2)(=[O:10])=[O:9])[CH:5]=[CH:6][CH:7]=1.FC1C=C(S(C2C=CC3OC=C([CH2:47][CH2:48][NH:49][C:50](=[O:56])OC(C)(C)C)C=3C=2)(=O)=O)C=CC=1.O1CCO[CH:59]1NCC.C(N)(=O)C.O1CCOC1CCN.C(OC(=O)C)(=O)C>>[F:1][C:2]1[CH:3]=[C:4]([S:8]([C:11]2[CH:12]=[CH:13][C:14]3[O:28][C:18]4[CH:19]([CH2:47][CH2:48][NH:49][C:50](=[O:56])[CH3:59])[NH:20][CH2:21][CH2:22][C:17]=4[C:15]=3[CH:16]=2)(=[O:9])=[O:10])[CH:5]=[CH:6][CH:7]=1. Procedure details: Prepared as described for N-({6-[(3-fluorophenyl)sulfonyl]-1,2,3,4-tetrahydro[1]benzofuro[2,3-c]pyridin-1-yl}methyl)acetamide using tert-butyl (2-{5-[(3-fluorophenyl)sulfonyl]-1-benzofuran-3-yl}ethyl)carbamate and N-[1,3]dioxolan-2-yl-ethylamine)-acetamide, which was prepared from 2-[1,3]dioxolan-2-yl-ethylamine and acetic anhydride. MS m/z 417 [M+H]+. Reactants: BrC=1C=C(C=CC1SC)C(CC1=CC=CC=C1)=O (1-{3-bromo4(methylthio)phenyl}-2-phenyl-ethan-1-one), oil, [H-].[Na+] (sodium hydride), BrC(C(=O)C#N)(C)C (α-bromoisobutyryl cyanide). Solvent: C1CCOC1 (THF), C1CCOC1 (THF). Reaction conditions: temperature 0 celsius, time 1 hour. Product: BrC=1C=C(C=CC1SC)C1=C(C(C(O1)(C)C)=O)C1=CC=CC=C1 (5-{3-bromo-4-(methylthio)phenyl}-2,2-dimethyl-4-phenyl-3(2H)-furanone). RXN SMILES: [Br:1][C:2]1[CH:3]=[C:4]([C:10](=[O:18])[CH2:11][C:12]2[CH:17]=[CH:16][CH:15]=[CH:14][CH:13]=2)[CH:5]=[CH:6][C:7]=1[S:8][CH3:9].[H-].[Na+].Br[C:22]([CH3:28])([CH3:27])[C:23](C#N)=[O:24]>C1COCC1>[Br:1][C:2]1[CH:3]=[C:4]([C:10]2[O:18][C:22]([CH3:28])([CH3:27])[C:23](=[O:24])[C:11]=2[C:12]2[CH:17]=[CH:16][CH:15]=[CH:14][CH:13]=2)[CH:5]=[CH:6][C:7]=1[S:8][CH3:9] |f:1.2|. Reported procedure: To a stirred solution of 1-{3-bromo4(methylthio)phenyl}-2-phenyl-ethan-1-one (1.54 g) in 50 ml THF, was added 232 mg of 60% oil dispersion of sodium hydride. The mixture was stirred for 1 hour at 0° C., which was followed by dropwise addition of 1.1 ml α-bromoisobutyryl cyanide diluted in 20 ml THF. The reaction mixture was then slowly warmed to room temperature and was stirred overnight. The solvent was removed in vacuo and the resulting residue was extracted with 50 ml water and dichloromethan...